From a dataset of the Open Reaction Database (ORD), a public repository of structured organic reaction records. describe an organic reaction: reactants, conditions, products, and yield Product: C(=C)C1=CC=C(C=C1)C[SiH](OCC)OCC (p-Vinylphenylmethyldiethoxysilane). RXN SMILES: [Mg].II.Br[CH:5]=[CH:6][C:7]1[CH:12]=[CH:11][CH:10]=[CH:9][CH:8]=1.[CH3:13][Si:14](OCC)([O:18][CH2:19][CH3:20])[O:15][CH2:16][CH3:17].C(C1C=C(O)C(C(C)(C)C)=CC=1O)(C)(C)C>C(OCC)C.CCCCCCC>[CH:6]([C:7]1[CH:12]=[CH:11][C:10]([CH2:13][SiH:14]([O:18][CH2:19][CH3:20])[O:15][CH2:16][CH3:17])=[CH:9][CH:8]=1)=[CH2:5]. The yield is 70.4%. Run at temperature 2 celsius, time 8 hour. Starting materials: [Mg] (magnesium), II (iodine crystals), ·, C(C)(C)(C)C1=C(O)C=C(C(=C1)O)C(C)(C)C (2,5-di-tert-butylhydroquinone), BrC=CC1=CC=CC=C1 (bromostyrene), C[Si](OCC)(OCC)OCC (methyltriethoxysilane). Run in solution A, CCCCCCC (n-heptane), solvent, C(C)OCC (diethyl ether). Procedure: In a three-neck flask under argon and while being stirred mechanically, 11.7 g (480 mmol) of magnesium chips and some iodine crystals in 40 ml of a solution A (55% diethyl ether, 45% tetrahydrofuran) are mixed together. Then, a solution of 80.0 g (436 mmol) of bromostyrene, dissolved in 210 ml of solvent mixture A, is slowly added in drops, and thus a continuous exothermic reaction is achieved. The solution is stirred under reflux. After the end of the exothermic reaction, the reaction mixture i... Starting materials: COC(C(CC=C)NC(C1=C(C=CC=C1Cl)Cl)=O)=O (2-(2,6-dichlorobenzamido)pent-4-enoic acid methyl ester), IC1=CC=C(C=C1)N(C1=NC=CC=N1)CC(C)C (N-(4-iodophenyl)-N-isobutylpyrimidin-2-amine). The product is COC(C(C\C=C\C1=CC=C(C=C1)N(C1=NC=CC=N1)CC(C)C)NC(C1=C(C=CC=C1Cl)Cl)=O)=O ((E)-2-(2,6-dichlorobenzamido)-5-[4-(isobutyl-pyrimidin-2-ylamino)phenyl]pent-4-enoic acid methyl ester). Yield: 63.8%. Reaction SMILES: [CH3:1][O:2][C:3](=[O:19])[CH:4]([NH:8][C:9](=[O:18])[C:10]1[C:15]([Cl:16])=[CH:14][CH:13]=[CH:12][C:11]=1[Cl:17])[CH2:5][CH:6]=[CH2:7].I[C:21]1[CH:26]=[CH:25][C:24]([N:27]([CH2:34][CH:35]([CH3:37])[CH3:36])[C:28]2[N:33]=[CH:32][CH:31]=[CH:30][N:29]=2)=[CH:23][CH:22]=1>>[CH3:1][O:2][C:3](=[O:19])[CH:4]([NH:8][C:9](=[O:18])[C:10]1[C:11]([Cl:17])=[CH:12][CH:13]=[CH:14][C:15]=1[Cl:16])[CH2:5]/[CH:6]=[CH:7]/[C:21]1[CH:26]=[CH:25][C:24]([N:27]([CH2:34][CH:35]([CH3:37])[CH3:36])[C:28]2[N:29]=[CH:30][CH:31]=[CH:32][N:33]=2)=[CH:23][CH:22]=1. Reported procedure: In the same manner as in Example 1, 2-(2,6-dichlorobenzamido)pent-4-enoic acid methyl ester (143 mg) was reacted with N-(4-iodophenyl)-N-isobutylpyrimidin-2-amine (167 mg) to obtain (E)-2-(2,6-dichlorobenzamido)-5-[4-(isobutyl-pyrimidin-2-ylamino)phenyl]pent-4-enoic acid methyl ester (159 mg). Column chromatography (silica gel, eluent: hexane/ethyl acetate=1/1) was used for purification. Reactants: [K].S1C(NC(C1)=O)=O (1,3-thiazolidine-2,4-dione potassium salt), BrCC(=O)C1=CC=C(C=C1)[N+](=O)[O-] (2-bromo-1-(4-nitrophenyl)ethanone). The solvent is CC(=O)C (acetone). Reaction conditions: temperature 60 celsius, time 1 hour. Product: [N+](=O)([O-])C1=CC=C(C=C1)C(CN1C(SCC1=O)=O)=O (3-[2-(4-Nitrophenyl)-2-oxoethyl]-1,3-thiazolidine-2,4-dione). RXN SMILES: [K].[S:2]1[CH2:6][C:5](=[O:7])[NH:4][C:3]1=[O:8].Br[CH2:10][C:11]([C:13]1[CH:18]=[CH:17][C:16]([N+:19]([O-:21])=[O:20])=[CH:15][CH:14]=1)=[O:12]>CC(C)=O>[N+:19]([C:16]1[CH:15]=[CH:14][C:13]([C:11](=[O:12])[CH2:10][N:4]2[C:5](=[O:7])[CH2:6][S:2][C:3]2=[O:8])=[CH:18][CH:17]=1)([O-:21])=[O:20] |f:0.1,^1:0|. Procedure details: A little at a time, 1.3 g (8.4 mmol) of 1,3-thiazolidine-2,4-dione potassium salt were added to a solution of 2.0 g (8.2 mmol) of 2-bromo-1-(4-nitrophenyl)ethanone in 80 ml of acetone, and the mixture was stirred at 60° C. for 1 h. The reaction mixture was concentrated under reduced pressure and the residue was dissolved in water/dichloromethane. After phase separation, the organic phase was dried (sodium sulphate), filtered, concentrated under reduced pressure and dried. Yield: 2.3 g (98% of th... The reactants are C(#N)N=C(NCCSCC=1N=CNC1C)Cl (N'-cyano-N-[2-(5-methylimidazol-4-ylmethylthio)ethyl]chloroformamidine), C(#N)NC(=S)NCCSCC=1N=CNC1C (N-cyano-N'-[2-(5-methylimidazol-4-ylmethylthio)ethyl]thiourea), P(Cl)(Cl)(Cl)(Cl)Cl (PCl5), Cl (HCl). Run in C(Cl)Cl (CH2Cl2). Conditions: time 3 hour. Yields the product C(#N)N=C(NC)NCCSCC=1N=CNC1C (N"-cyano-N-methyl-N'-[2-(5-methylimidazol-4-ylmethylthio)ethyl]guanidine). Yield: 1.5%. Reaction SMILES: [C:1]([NH:3][C:4]([NH:6][CH2:7][CH2:8][S:9][CH2:10][C:11]1[N:12]=[CH:13][NH:14][C:15]=1[CH3:16])=S)#[N:2].Cl.P(Cl)(Cl)(Cl)(Cl)Cl.[C:24](N=C(Cl)NCCSCC1N=CNC=1C)#[N:25]>C(Cl)Cl>[C:1]([N:3]=[C:4]([NH:6][CH2:7][CH2:8][S:9][CH2:10][C:11]1[N:12]=[CH:13][NH:14][C:15]=1[CH3:16])[NH:25][CH3:24])#[N:2]. Procedure details: To a suspension of N-cyano-N'-[2-(5-methylimidazol-4-ylmethylthio)ethyl]thiourea (monohydrate, 765 mg) in CH2Cl2 (7 ml) was introduced dry HCl gas for a few minutes under ice-cooling. PCl5 (1.25 g) was added to the mixture and stirred at room temperature for 3 hrs. The reaction mixture containing N'-cyano-N-[2-(5-methylimidazol-4-ylmethylthio)ethyl]chloroformamidine was concentrated to small volume, diluted with CH2Cl2 (5 ml) and cooled to -5° C. To the mixture was added a solution of CH3NH2 in ... Starting materials: C(C)(C)(C)OC(CC(CCCCC)=O)=O (3-oxooctanoic acid t-butyl ester). Reagents/catalysts: C1=CC=C(C=C1)P(C2=CC=CC=C2)C3=C(C4=CC=CC=C4C=C3)C5=C(C=CC6=CC=CC=C65)P(C7=CC=CC=C7)C8=CC=CC=C8.Cl[Ru]Cl (dichloro [(R)-(+)-2,2′-bis(diphenylphosphino)-1,1′-binaphthyl]ruthenium (II)). The solvent is CO (methanol). Reaction conditions: time 42 hour. Yields the product C(C)(C)(C)OC(C[C@@H](CCCCC)O)=O ((R)-3-hydroxyoctanoic acid t-butyl ester). Isolated yield 90.5%. RXN SMILES: [C:1]([O:5][C:6](=[O:15])[CH2:7][C:8](=[O:14])[CH2:9][CH2:10][CH2:11][CH2:12][CH3:13])([CH3:4])([CH3:3])[CH3:2]>CO.C1C=CC(P(C2C=CC3C(=CC=CC=3)C=2C2C3C(=CC=CC=3)C=CC=2P(C2C=CC=CC=2)C2C=CC=CC=2)C2C=CC=CC=2)=CC=1.Cl[Ru]Cl>[C:1]([O:5][C:6](=[O:15])[CH2:7][C@H:8]([OH:14])[CH2:9][CH2:10][CH2:11][CH2:12][CH3:13])([CH3:3])([CH3:2])[CH3:4] |f:2.3|. Reported procedure: The 3-oxooctanoic acid t-butyl ester (4.50 g, 21.0 mmol) obtained in Production Example A-1 and dichloro [(R)-(+)-2,2′-bis(diphenylphosphino)-1,1′-binaphthyl]ruthenium (II) (hereunder abbreviated as (R)-BINAP-RuCl2) (40 mg, 50.3 μmol) were dissolved in methanol (10 ml) freeze-degassed with liquid nitrogen. The obtained methanol solution was stirred for 42 hours using an autoclave (SUS-316; Taiatsu) at room temperature under 60 atm of hydrogen. The reaction solution was then condensed, and purifi... The reactants are C([O-])([O-])=O.[Na+].[Na+] (sodium carbonate), BrC=1C=C(C=CC1)B(O)O (3-bromophenylboronic acid), Tetrakis-(triphenylphosphine)palladium, BrC=1C=NC=CC1 (3-bromopyridine). Run in C(Cl)Cl (methylene chloride), C(C)O (ethanol), C1(=CC=CC=C1)C (toluene). Reaction conditions: time 10 minute. Product: BrC=1C=C(C=CC1)C=1C=NC=CC1 (3-(3'-bromophenyl)pyridine), liquid. The yield is 35.0%. As a reaction SMILES: Br[C:2]1[CH:3]=[N:4][CH:5]=[CH:6][CH:7]=1.C(=O)([O-])[O-].[Na+].[Na+].[Br:14][C:15]1[CH:16]=[C:17](B(O)O)[CH:18]=[CH:19][CH:20]=1>C1(C)C=CC=CC=1.C(O)C.C(Cl)Cl>[Br:14][C:15]1[CH:20]=[C:19]([C:2]2[CH:3]=[N:4][CH:5]=[CH:6][CH:7]=2)[CH:18]=[CH:17][CH:16]=1 |f:1.2.3|. Procedure: Tetrakis-(triphenylphosphine)palladium (153 mG; 0.135 mM) was added to a stirred solution of 3-bromopyridine (0.434 mL; 4.5 mM) in 9 mL of toluene. The resulting solution was stirred 10 mins. under nitrogen at R.T. 2M aqueous sodium carbonate solution (5 mL; 10 mM) followed by a solution of 3-bromophenylboronic acid (1 G; 5 mM) in 2.5 mL of absolute ethanol were added. This heterogeneous reaction mixture was vigorously stirred 20 hrs. at 80° under nitrogen, cooled, diluted with 25 mL of methylen...